This data is from the Open Reaction Database (ORD), a public repository of structured organic reaction records. The task is: describe an organic reaction: reactants, conditions, products, and yield Starting materials: CCN(C(C)C)C(C)C, COCCl, ClCCl, COc1cc(C#N)ccc1O. The product is COCOc1ccc(C#N)cc1OC. As a reaction SMILES: [CH:12]([N:13]([CH:14]([CH3:15])[CH3:16])[CH2:17][CH3:18])([CH3:19])[CH3:20].[Cl:21][CH2:22][O:23][CH3:24].[Cl:25][CH2:26][Cl:27].[OH:1][c:2]1[c:3]([O:10][CH3:11])[cH:4][c:5]([C:6]#[N:7])[cH:8][cH:9]1>>[O:1]([c:2]1[c:3]([O:10][CH3:11])[cH:4][c:5]([C:6]#[N:7])[cH:8][cH:9]1)[CH2:22][O:23][CH3:24]. The solvent is C1CCOC1 (THF), C1CCOC1 (THF). Isolated yield 103.6%. The reactants are [Li+].CC(C)[N-]C(C)C (LDA), C(C)OC(=O)C1CCN(CC1)C(=O)OC(C)(C)C (piperidine-1,4-dicarboxylic acid 1-tert-butyl ester 4-ethyl ester), BrCCOC (1-bromo-2-methoxy-ethane). The product is C(C)OC(=O)C1(CCN(CC1)C(=O)OC(C)(C)C)CCOC (4-(2-methoxy-ethyl)-piperidine-1,4-dicarboxylic acid 1-tert-butyl ester 4-ethyl ester). RXN SMILES: [Li+].CC([N-]C(C)C)C.[CH2:9]([O:11][C:12]([CH:14]1[CH2:19][CH2:18][N:17]([C:20]([O:22][C:23]([CH3:26])([CH3:25])[CH3:24])=[O:21])[CH2:16][CH2:15]1)=[O:13])[CH3:10].Br[CH2:28][CH2:29][O:30][CH3:31]>C1COCC1>[CH2:9]([O:11][C:12]([C:14]1([CH2:28][CH2:29][O:30][CH3:31])[CH2:19][CH2:18][N:17]([C:20]([O:22][C:23]([CH3:25])([CH3:24])[CH3:26])=[O:21])[CH2:16][CH2:15]1)=[O:13])[CH3:10] |f:0.1|. Conditions: temperature 0 celsius, time 2 hour. Procedure details: LDA (2M solution in THF/heptane/ethylbenzene, 24.48 ml, 0.049 mol) was added under an argon atmosphere to THF (150 ml) at −5° C., piperidine-1,4-dicarboxylic acid 1-tert-butyl ester 4-ethyl ester (6.3 g, 6 ml) in THF (100 ml) was then added dropwise and the mixture was stirred for 2 hour at 0° C. Then 1-bromo-2-methoxy-ethane (6.8 g) was added at 0° C. and the mixture was stirred overnight at RT. The solvent was evaporated off, the residue partitioned between AcOEt and water. The layers were sep...